describe an organic reaction: reactants, conditions, products, and yield From a dataset of the Open Reaction Database (ORD), a public repository of structured organic reaction records. The reactants are O (water), N1C=CC=2C(=NC=CC21)C(C)=O (1-(1H-pyrrolo[3,2-c]pyridin-4-yl)ethanone), CC1=CC=C(C=C1)S(=O)(=O)Cl (4-methylbenzene-1-sulfonyl chloride), [H-].[Na+] (NaH). The solvent is C1CCOC1 (THF). Reaction conditions: temperature 0 celsius, time 30 minute. Yields the product S(=O)(=O)(C1=CC=C(C)C=C1)N1C=CC=2C(=NC=CC21)C(C)=O (1-(1-tosyl-1H-pyrrolo[3,2-c]pyridin-4-yl)ethanone). Isolated yield 98.8%. RXN SMILES: [NH:1]1[C:9]2[CH:8]=[CH:7][N:6]=[C:5]([C:10](=[O:12])[CH3:11])[C:4]=2[CH:3]=[CH:2]1.[H-].[Na+].[CH3:15][C:16]1[CH:21]=[CH:20][C:19]([S:22](Cl)(=[O:24])=[O:23])=[CH:18][CH:17]=1.O>C1COCC1>[S:22]([N:1]1[C:9]2[CH:8]=[CH:7][N:6]=[C:5]([C:10](=[O:12])[CH3:11])[C:4]=2[CH:3]=[CH:2]1)([C:19]1[CH:20]=[CH:21][C:16]([CH3:15])=[CH:17][CH:18]=1)(=[O:24])=[O:23] |f:1.2|. Reported procedure: To a mixture of 1-(1H-pyrrolo[3,2-c]pyridin-4-yl)ethanone (680 mg, 4.25 mmol) in anhydrous THF (40 mL) at 0° C. was added NaH (60% in mineral oil, 204 mg, 5.1 mmol). After the mixture was stirred at 0° C. for 30 min, 4-methylbenzene-1-sulfonyl chloride (850 mg, 4.46 mmol) was added. The reaction mixture was stirred at 0° C. for 1 h. The reaction mixture was poured into water (150 mL), extracted with EtOAc (3×50 mL) and concentrated under reduced pressure to afford 1.32 g (98.9%) of 1-(1-tosyl-1H... Reactants: C(#CC(=O)OCC)C(=O)OCC (diethyl acetylenedicarboxylate), C(#N)C1=C(C=CC=C1F)N(S(=O)(=O)C)C (N-(2-cyano-3-fluoro-phenyl)-N-methyl-methanesulfonamide), Cl.CNO (N-methylhydroxylamine hydrochloride), C([O-])([O-])=O.[Na+].[Na+] (sodium carbonate). Solvent: C(C)(=O)OCC (ethyl acetate), O.C(C)O (water ethanol). Conditions: temperature 80 celsius, time 4 hour. Yields the product C(C)OC(=O)C1(N=C(N(O1)C)C1=C(C=CC=C1N(C)S(=O)(=O)C)F)CC(=O)OCC (5-Ethoxycarbonylmethyl-3-[2-fluoro-6-(methanesulfonyl-methyl-amino)-phenyl]-2-methyl-2,5-dihydro-[1,2,4]oxadiazole-5-carboxylic acid ethyl ester). Yield: 55.8%. As a reaction SMILES: [C:1]([C:3]1[C:8]([F:9])=[CH:7][CH:6]=[CH:5][C:4]=1[N:10]([CH3:15])[S:11]([CH3:14])(=[O:13])=[O:12])#[N:2].Cl.[CH3:17][NH:18][OH:19].C(=O)([O-])[O-].[Na+].[Na+].[C:26]([C:33]([O:35][CH2:36][CH3:37])=[O:34])#[C:27][C:28]([O:30][CH2:31][CH3:32])=[O:29]>C(OCC)(=O)C.O.C(O)C>[CH2:36]([O:35][C:33]([C:26]1([CH2:27][C:28]([O:30][CH2:31][CH3:32])=[O:29])[O:19][N:18]([CH3:17])[C:1]([C:3]2[C:4]([N:10]([S:11]([CH3:14])(=[O:13])=[O:12])[CH3:15])=[CH:5][CH:6]=[CH:7][C:8]=2[F:9])=[N:2]1)=[O:34])[CH3:37] |f:1.2,3.4.5,8.9|. Procedure: To a stirred suspension of N-(2-cyano-3-fluoro-phenyl)-N-methyl-methanesulfonamide (0.685 g, 3.0 mmol) and N-methylhydroxylamine hydrochloride (1.0 g, 12 mmol) in 1:1 water/ethanol (20 mL) was added sodium carbonate (0.936 g, 6 mmol) in small portions and the resulting mixture stirred at 80° C. for 4 h. The reaction mixture was concentrated and the residue re-dissolved into 1:1 water :ethanol (20 mL). To this solution was added diethyl acetylenedicarboxylate (0.64 mL, 4 mmol) and the mixture sti... Starting materials: NC1=NC2=C(C=3C=C(C=NC13)CCC1=C(C=C(C(=O)Cl)C=C1)C)C=CC(=C2)C (4-(2-(5-amino-8-methylbenzo[f][1,7]naphthyridin-2-yl)ethyl)-3-methylbenzoyl chloride), NCCO (2-aminoethanol). The product is NC1=NC2=C(C=3C=C(C=NC13)CCC1=C(C=C(C(=O)NCCO)C=C1)C)C=CC(=C2)C (4-(2-(5-Amino-8-methylbenzo[f][1,7]naphthyridin-2-yl)ethyl)-N-(2-hydroxyethyl)-3-methylbenzamide). RXN SMILES: [NH2:1][C:2]1[C:11]2[N:10]=[CH:9][C:8]([CH2:12][CH2:13][C:14]3[CH:22]=[CH:21][C:17]([C:18](Cl)=[O:19])=[CH:16][C:15]=3[CH3:23])=[CH:7][C:6]=2[C:5]2[CH:24]=[CH:25][C:26]([CH3:28])=[CH:27][C:4]=2[N:3]=1.[NH2:29][CH2:30][CH2:31][OH:32]>>[NH2:1][C:2]1[C:11]2[N:10]=[CH:9][C:8]([CH2:12][CH2:13][C:14]3[CH:22]=[CH:21][C:17]([C:18]([NH:29][CH2:30][CH2:31][OH:32])=[O:19])=[CH:16][C:15]=3[CH3:23])=[CH:7][C:6]=2[C:5]2[CH:24]=[CH:25][C:26]([CH3:28])=[CH:27][C:4]=2[N:3]=1. Procedure details: 4-(2-(5-Amino-8-methylbenzo[f][1,7]naphthyridin-2-yl)ethyl)-N-(2-hydroxyethyl)-3-methylbenzamide was prepared from 4-(2-(5-amino-8-methylbenzo[f][1,7]naphthyridin-2-yl)ethyl)-3-methylbenzoyl chloride (Example 116/Step 2) and 2-aminoethanol following the procedures described for Example 117. 1H NMR (CDCl3): δ 8.59 (s, 1H), 8.34 (s, 1H), 8.04 (d, 1H), 7.50-7.62 (m, 3H), 7.08-7.25 (m, 2H), 3.80 (t, 2H), 3.63 (t, 2H), 3.07-3.16 (m, 4H), 2.51 (s, 3H), 2.32 (s, 3H). LRMS [M+H]=415.2 The reactants are CN([C@H]1CNCC1)C ((3R)—N,N-Dimethylpyrrolidin-3-amine), FC1=CC(=C(C=C1[N+](=O)[O-])NC1=NC=CC(=N1)C1=CN(C2=CC=CC=C12)C)OC (N-(4-fluoro-2-methoxy-5-nitrophenyl)-4-(1-methylindol-3-yl)pyrimidin-2-amine), Intermediate 129, ClC=1C(=NC(=NC1)NC1=C(C=C(C(=C1)[N+](=O)[O-])F)OC)C1=CN(C2=CC=CC=C12)C (5-chloro-N-(4-fluoro-2-methoxy-5-nitrophenyl)-4-(1-methylindol-3-yl)pyrimidin-2-amine). Solvent: FC(CO)(F)F (2,2,2-trifluoroethanol). Conditions: temperature 140 celsius. The product is CN([C@H]1CN(CC1)C1=CC(=C(C=C1[N+](=O)[O-])NC1=NC=CC(=N1)C1=CN(C2=CC=CC=C12)C)OC)C (N-[4-[(3R)-3-Dimethylaminopyrrolidin-1-yl]-2-methoxy-5-nitrophenyl]-4-(1-methylindol-3-yl)pyrimidin-2-amine). The yield is 87.0%. Reaction SMILES: [CH3:1][N:2]([CH3:8])[C@@H:3]1[CH2:7][CH2:6][NH:5][CH2:4]1.F[C:10]1[C:15]([N+:16]([O-:18])=[O:17])=[CH:14][C:13]([NH:19][C:20]2[N:25]=[C:24]([C:26]3[C:34]4[C:29](=[CH:30][CH:31]=[CH:32][CH:33]=4)[N:28]([CH3:35])[CH:27]=3)[CH:23]=[CH:22][N:21]=2)=[C:12]([O:36][CH3:37])[CH:11]=1.ClC1C(C2C3C(=CC=CC=3)N(C)C=2)=NC(NC2C=C([N+]([O-])=O)C(F)=CC=2OC)=NC=1>FC(F)(F)CO>[CH3:1][N:2]([CH3:8])[C@@H:3]1[CH2:7][CH2:6][N:5]([C:10]2[C:15]([N+:16]([O-:18])=[O:17])=[CH:14][C:13]([NH:19][C:20]3[N:25]=[C:24]([C:26]4[C:34]5[C:29](=[CH:30][CH:31]=[CH:32][CH:33]=5)[N:28]([CH3:35])[CH:27]=4)[CH:23]=[CH:22][N:21]=3)=[C:12]([O:36][CH3:37])[CH:11]=2)[CH2:4]1. Procedure: (3R)—N,N-Dimethylpyrrolidin-3-amine (107 mg, 0.94 mmol) was added to a suspension of N-(4-fluoro-2-methoxy-5-nitrophenyl)-4-(1-methylindol-3-yl)pyrimidin-2-amine (Intermediate 129; (which may be prepared by the method described for Intermediate 87), 0.372 mL, 2.13 mmol) in 2,2,2-trifluoroethanol (5 mL) and the mixture was heated in a microwave at 140° C. for 1 h. The cooled mixture was purified by ion exchange chromatography, using an SCX column. The desired product was eluted from the column us... The reactants are C(C)C(=C(C(=O)O)CC)C=CC1=CN(C2=CC=CC=C12)CC1=CC=CC=C1 (ethyl 5-(1-benzylindol-3-yl)-2-ethyl-2,4-pentadienoic acid), benzyl methylene. Solvent: CCOCC (ether). Product: C(C1=CC=CC=C1)N1C=C(C2=CC=CC=C12)C=CC=C(C(=O)O)CC (5-(1-Benzylindol-3-yl)-2-Ethyl-2,4-Pentadienoic Acid). Reaction SMILES: C([C:3]([CH:10]=[CH:11][C:12]1[C:20]2[C:15](=[CH:16][CH:17]=[CH:18][CH:19]=2)[N:14]([CH2:21][C:22]2[CH:27]=[CH:26][CH:25]=[CH:24][CH:23]=2)[CH:13]=1)=[C:4]([CH2:8][CH3:9])[C:5]([OH:7])=[O:6])C>CCOCC>[CH2:21]([N:14]1[C:15]2[C:20](=[CH:19][CH:18]=[CH:17][CH:16]=2)[C:12]([CH:11]=[CH:10][CH:3]=[C:4]([CH2:8][CH3:9])[C:5]([OH:7])=[O:6])=[CH:13]1)[C:22]1[CH:23]=[CH:24][CH:25]=[CH:26][CH:27]=1. Reported procedure: In a manner similar to Example 2, 1.8 g (5 mmol) of ethyl 5-(1-benzylindol-3-yl)-2-ethyl-2,4-pentadienoic acid was hydrolyzed to give the corresponding acid, m.p. (ether): 169-170. NMR (CDCl3 /DMSO-d6) spectrum shows broad triplet and quartet at δ1.10 and δ2.47 respectively; the benzyl methylene signal appears at δ5.30 as a broad singlet.